Dataset: the Open Reaction Database (ORD), a public repository of structured organic reaction records. Task: describe an organic reaction: reactants, conditions, products, and yield The reactants are C1(=CC=C(C=C1)C1=COC=C1)C1=CC=CC=C1 (3-biphenyl-4-yl-furan), BrC1=CC=NC=C1 (4-bromopyridine), BrC1=CC=C(C=C1)B(O)O (4-bromophenylboronic acid). Product: BrC1=CC=C(C=C1)C1=CC=NC=C1 (4-(4-bromo-phenyl)-pyridine). Yield: 100.0%. RXN SMILES: C1(C2C=CC=CC=2)C=CC(C2C=COC=2)=CC=1.Br[C:19]1[CH:24]=[CH:23][N:22]=[CH:21][CH:20]=1.[Br:25][C:26]1[CH:31]=[CH:30][C:29](B(O)O)=[CH:28][CH:27]=1>>[Br:25][C:26]1[CH:31]=[CH:30][C:29]([C:19]2[CH:24]=[CH:23][N:22]=[CH:21][CH:20]=2)=[CH:28][CH:27]=1. Reported procedure: According to the procedure described in Example 1(a) for the preparation of 3-biphenyl-4-yl-furan, 4-bromopyridine (700 mg, 3.00 mmol) underwent coupling to 4-bromophenylboronic acid to give 2.38 g (100%) of 4-(4-bromo-phenyl)-pyridine as a yellow solid, which had an NMR that matched literature (Boy, P.; Combellas, C.; Thiebault, A.; Amatore, C.; Jutand, A. Tetrahedron Lett. 1992, 33, 491-494) and was used without further purification. The reactants are [OH-].[Na+] (sodium hydroxide), Cl (hydrochloric acid), C(CCC)OCCOC1=CC=C(C=C1)C=1C=CC2=C(C=C(CCN2CC(C)C)C(=O)OC)C1 (methyl 7-[4-(2-butoxyethoxy)phenyl]-1-isobutyl-2,3-dihydro-1-benzazepine-4-carboxylate). Solvent: C1CCOC1 (THF), CO (methanol). Conditions: time 20 hour. The product is C(CCC)OCCOC1=CC=C(C=C1)C=1C=CC2=C(C=C(CCN2CC(C)C)C(=O)O)C1 (7-[4-(2-butoxyethoxy)phenyl]-1-isobutyl-2,3-dihydro-1-benzazepine-4-carboxylic acid). Isolated yield 83.9%. RXN SMILES: [CH2:1]([O:5][CH2:6][CH2:7][O:8][C:9]1[CH:14]=[CH:13][C:12]([C:15]2[CH:16]=[CH:17][C:18]3[N:24]([CH2:25][CH:26]([CH3:28])[CH3:27])[CH2:23][CH2:22][C:21]([C:29]([O:31]C)=[O:30])=[CH:20][C:19]=3[CH:33]=2)=[CH:11][CH:10]=1)[CH2:2][CH2:3][CH3:4].[OH-].[Na+].Cl>C1COCC1.CO>[CH2:1]([O:5][CH2:6][CH2:7][O:8][C:9]1[CH:10]=[CH:11][C:12]([C:15]2[CH:16]=[CH:17][C:18]3[N:24]([CH2:25][CH:26]([CH3:28])[CH3:27])[CH2:23][CH2:22][C:21]([C:29]([OH:31])=[O:30])=[CH:20][C:19]=3[CH:33]=2)=[CH:13][CH:14]=1)[CH2:2][CH2:3][CH3:4] |f:1.2|. Reported procedure: In THF (15.0 ml)/methanol (15.0 ml) was dissolved methyl 7-[4-(2-butoxyethoxy)phenyl]-1-isobutyl-2,3-dihydro-1-benzazepine-4-carboxylate (0.75 g). To the solution was added 1N sodium hydroxide solution (7.5 ml), and the mixture was stirred at room temperature for 20 hours. pH was adjusted to approximate 4 with 1N hydrochloric acid, and the solvent was concentrated to half under reduced pressure. The concentrated material was extracted with ethyl acetate, washed with saturated brine and dried wit... Reactants: BrCCCCOC1=C(C=CC=C1)/C=C/C(CCC1=CC=C(C(=O)OC)C=C1)CC1=CC=C(C=C1)C#N (methyl 4-[(4E)-5-[2-(4-bromobutoxy)phenyl]-3-(4-cyanobenzyl)pent-4-en-1-yl]benzoate), FC(C1=CC=C(C=C1)O)(F)F (4-trifluoromethylphenol), C([O-])([O-])=O.[K+].[K+] (potassium carbonate). Run in C(C)#N (acetonitrile). Yields the product C(#N)C1=CC=C(CC(CCC2=CC=C(C(=O)OC)C=C2)\C=C\C2=C(C=CC=C2)OCCCCOC2=CC=C(C=C2)C(F)(F)F)C=C1 (Methyl 4-[(4E)-3-(4-cyanobenzyl)-5-(2-{4-[4-(trifluoromethyl)phenoxy]butoxy}phenyl)pent-4-en-1-yl]benzoate). RXN SMILES: Br[CH2:2][CH2:3][CH2:4][CH2:5][O:6][C:7]1[CH:12]=[CH:11][CH:10]=[CH:9][C:8]=1/[CH:13]=[CH:14]/[CH:15]([CH2:28][C:29]1[CH:34]=[CH:33][C:32]([C:35]#[N:36])=[CH:31][CH:30]=1)[CH2:16][CH2:17][C:18]1[CH:27]=[CH:26][C:21]([C:22]([O:24][CH3:25])=[O:23])=[CH:20][CH:19]=1.[F:37][C:38]([F:47])([F:46])[C:39]1[CH:44]=[CH:43][C:42]([OH:45])=[CH:41][CH:40]=1.C(=O)([O-])[O-].[K+].[K+]>C(#N)C>[C:35]([C:32]1[CH:33]=[CH:34][C:29]([CH2:28][CH:15](/[CH:14]=[CH:13]/[C:8]2[CH:9]=[CH:10][CH:11]=[CH:12][C:7]=2[O:6][CH2:5][CH2:4][CH2:3][CH2:2][O:45][C:42]2[CH:43]=[CH:44][C:39]([C:38]([F:37])([F:46])[F:47])=[CH:40][CH:41]=2)[CH2:16][CH2:17][C:18]2[CH:27]=[CH:26][C:21]([C:22]([O:24][CH3:25])=[O:23])=[CH:20][CH:19]=2)=[CH:30][CH:31]=1)#[N:36] |f:2.3.4|. Reported procedure: A solution of 392 mg (0.72 mmol) of methyl 4-[(4E)-5-[2-(4-bromobutoxy)phenyl]-3-(4-cyanobenzyl)pent-4-en-1-yl]benzoate in 10 ml of dry acetonitrile is mixed with 174 mg (1.08 mmol) of 4-trifluoromethylphenol and 148 mg (1.08 mmol) of anhydrous potassium carbonate and then heated under reflux for 12 h. The mixture is subsequently filtered, and the filtrate is evaporated to dryness. 450 mg (0.61 mmol, purity 86%, 86% of theory) of a yellowish oil are isolated. Starting materials: C(C)(C)(C)OC(NC1=C(C=C(C=C1)C#CC1=CC=CC=C1)N)=O ((2-amino-4-phenylethynyl-phenyl)-carbamic acid tert.-butyl ester), C(C)(C)(C)OC(CC(=O)C1=CC(=CC=C1)N1C(=NC(=C1)C)C)=O (3-[3-(2,4-dimethyl-imidazol-1-yl)-phenyl]-3-oxo-propionic acid tert.-butyl ester). The product is C(C)(C)(C)OC(NC1=C(C=C(C=C1)C#CC1=CC=CC=C1)NC(CC(=O)C1=CC(=CC=C1)N1C(=NC(=C1)C)C)=O)=O ((2-{3-[3-(2,4-Dimethyl-imidazol-1-yl)-phenyl]-3-oxo-propionylamino}-4-phenylethynyl-phenyl)-carbamic acid tert.-butyl ester). Reaction SMILES: [C:1]([O:5][C:6](=[O:23])[NH:7][C:8]1[CH:13]=[CH:12][C:11]([C:14]#[C:15][C:16]2[CH:21]=[CH:20][CH:19]=[CH:18][CH:17]=2)=[CH:10][C:9]=1[NH2:22])([CH3:4])([CH3:3])[CH3:2].C([O:28][C:29](=O)[CH2:30][C:31]([C:33]1[CH:38]=[CH:37][CH:36]=[C:35]([N:39]2[CH:43]=[C:42]([CH3:44])[N:41]=[C:40]2[CH3:45])[CH:34]=1)=[O:32])(C)(C)C>>[C:1]([O:5][C:6](=[O:23])[NH:7][C:8]1[CH:13]=[CH:12][C:11]([C:14]#[C:15][C:16]2[CH:17]=[CH:18][CH:19]=[CH:20][CH:21]=2)=[CH:10][C:9]=1[NH:22][C:29](=[O:28])[CH2:30][C:31]([C:33]1[CH:38]=[CH:37][CH:36]=[C:35]([N:39]2[CH:43]=[C:42]([CH3:44])[N:41]=[C:40]2[CH3:45])[CH:34]=1)=[O:32])([CH3:4])([CH3:2])[CH3:3]. Procedure details: Prepared from (2-amino-4-phenylethynyl-phenyl)-carbamic acid tert.-butyl ester (Example G2) (231 mg, 0.75 mmol) and 3-[3-(2,4-dimethyl-imidazol-1-yl)-phenyl]-3-oxo-propionic acid tert.-butyl ester (Example H9) (157 mg, 0.5 mmol) according to the general procedure K. Obtained as a yellow amorphous substance (140 mg). Starting materials: BrC1=C(N=C2N1C=CC=C2)CCCC (3-bromo 2-butyl imidazo(1,2-a)pyridine), O1CCCC1 (tetrahydrofuran). The reagents and catalysts are [Pd] (palladium), BrCC1=CC=C(C#N)C=C1.[Zn] (zinc 4-bromomethyl benzonitrile). The solvent is O (water). Yields the product C(CCC)C=1N=C2N(C=CC=C2)C1CC1=CC=C(C#N)C=C1 (4-[(2-butyl imidazo(1,2-a)pyridine 3-yl) methyl]benzonitrile). As a reaction SMILES: Br[C:2]1[N:6]2[CH:7]=[CH:8][CH:9]=[CH:10][C:5]2=[N:4][C:3]=1[CH2:11][CH2:12][CH2:13][CH3:14].O1[CH2:19][CH2:18][CH2:17][CH2:16]1>[Pd].BrCC1C=CC(C#N)=CC=1.[Zn].O>[CH2:11]([C:3]1[N:4]=[C:5]2[CH:10]=[CH:9][CH:8]=[CH:7][N:6]2[C:2]=1[CH2:16][C:17]1[CH:13]=[CH:12][C:11]([C:3]#[N:4])=[CH:19][CH:18]=1)[CH2:12][CH2:13][CH3:14] |f:3.4|. Reported procedure: A mixture of 2 g of the product of Stage D, 100 ml of tetrahydrofuran and 1 -g of [tetra-bis(triphenylphosphine)] palladium was added to 35.9 ml of zinc 4-bromomethyl benzonitrile at ambient temperature and the mixture was refluxed for one hour. The mixture was allowed to return to ambient temperature, poured into water and extracted with ethyl acetate. The extracts were washed with a saturated aqueous solution of sodium chloride, dried, filtered and brought to dryness to obtain after chromatogr... The reactants are CCOC=CC(=O)Cl, ClCCl, Nc1ccc(I)cc1, c1ccncc1. Product: CCOC=CC(=O)Nc1ccc(I)cc1. Reaction SMILES: [CH2:15]([CH3:16])[O:17][CH:18]=[CH:19][C:20](=[O:21])[Cl:22].[CH2:23]([Cl:24])[Cl:25].[I:1][c:2]1[cH:3][cH:4][c:5]([NH2:6])[cH:7][cH:8]1.[cH:9]1[cH:10][cH:11][n:12][cH:13][cH:14]1>>[I:1][c:2]1[cH:3][cH:4][c:5]([NH:6][C:20]([CH:19]=[CH:18][O:17][CH2:15][CH3:16])=[O:21])[cH:7][cH:8]1. Starting materials: NC[C@@](C(F)(F)F)(CC(C)(C)C1=C(C=CC(=C1)F)OC)O ((2R)-2-(aminomethyl)-1,1,1-trifluoro-4-[5-fluoro-2-(methyloxy)phenyl]-4-methyl-2-pentanol), NC[C@@](C(F)(F)F)(CC(C)(C)C1=C(C=CC(=C1)F)OC)O ((2R)-2-(aminomethyl)-1,1,1-trifluoro-4-[5-fluoro-2-(methyloxy)phenyl]-4-methyl-2-pentanol), BrC1=C2C=NN(C2=CC(=C1)C)C1=C(C=C(C=C1)F)F (4-bromo-1-(2,4-difluorophenyl)-6-methyl-1H-indazole), BrC1=C2C=NN(C2=CC(=C1)C)C1=C(C=C(C=C1)F)F (4-bromo-1-(2,4-difluorophenyl)-6-methyl-1H-indazole), C=1C=CC(=CC1)P(C=2C=CC=CC2)C3=CC=C4C=CC=CC4=C3C5=C6C=CC=CC6=CC=C5P(C=7C=CC=CC7)C=8C=CC=CC8 (BINAP), CC(C)([O-])C.[Na+] (sodium tert-butoxide). Reagents/catalysts: C=1C=CC(=CC1)/C=C/C(=O)/C=C/C2=CC=CC=C2.C=1C=CC(=CC1)/C=C/C(=O)/C=C/C2=CC=CC=C2.C=1C=CC(=CC1)/C=C/C(=O)/C=C/C2=CC=CC=C2.[Pd].[Pd] (tris(dibenzylideneacetone)dipalladium(0)). Solvent: C1(=CC=CC=C1)C (toluene). Product: FC1=C(C=CC(=C1)F)N1N=CC2=C(C=C(C=C12)C)NC[C@@](C(F)(F)F)(CC(C)(C)C1=C(C=CC(=C1)F)OC)O ((2R)-2-({[1-(2,4-Difluorophenyl)-6-methyl-1H-indazol-4-yl]amino}methyl)-1,1,1-trifluoro-4-[5-fluoro-2-(methyloxy)phenyl]-4-methyl-2-Pentanol). The yield is 20.7%. RXN SMILES: [NH2:1][CH2:2][C@:3]([OH:21])([CH2:8][C:9]([C:12]1[CH:17]=[C:16]([F:18])[CH:15]=[CH:14][C:13]=1[O:19][CH3:20])([CH3:11])[CH3:10])[C:4]([F:7])([F:6])[F:5].Br[C:23]1[CH:31]=[C:30]([CH3:32])[CH:29]=[C:28]2[C:24]=1[CH:25]=[N:26][N:27]2[C:33]1[CH:38]=[CH:37][C:36]([F:39])=[CH:35][C:34]=1[F:40].C1C=CC(P(C2C(C3C(P(C4C=CC=CC=4)C4C=CC=CC=4)=CC=C4C=3C=CC=C4)=C3C(C=CC=C3)=CC=2)C2C=CC=CC=2)=CC=1.CC(C)([O-])C.[Na+]>C1(C)C=CC=CC=1.C1C=CC(/C=C/C(/C=C/C2C=CC=CC=2)=O)=CC=1.C1C=CC(/C=C/C(/C=C/C2C=CC=CC=2)=O)=CC=1.C1C=CC(/C=C/C(/C=C/C2C=CC=CC=2)=O)=CC=1.[Pd].[Pd]>[F:40][C:34]1[CH:35]=[C:36]([F:39])[CH:37]=[CH:38][C:33]=1[N:27]1[C:28]2[C:24](=[C:23]([NH:1][CH2:2][C@:3]([OH:21])([CH2:8][C:9]([C:12]3[CH:17]=[C:16]([F:18])[CH:15]=[CH:14][C:13]=3[O:19][CH3:20])([CH3:11])[CH3:10])[C:4]([F:7])([F:6])[F:5])[CH:31]=[C:30]([CH3:32])[CH:29]=2)[CH:25]=[N:26]1 |f:3.4,6.7.8.9.10|. Procedure details: A solution of (2R)-2-(aminomethyl)-1,1,1-trifluoro-4-[5-fluoro-2-(methyloxy)phenyl]-4-methyl-2-pentanol (Intermediate 21, 20 mg, 0.065 mmol), 4-bromo-1-(2,4-difluorophenyl)-6-methyl-1H-indazole (Intermediate 13, 18.3 mg, 0.057 mmol), tris(dibenzylideneacetone)dipalladium(0) (2.6 mg, 0.0028 mmol), racemic-BINAP (3.6 mg, 0.0056 mmol) and sodium tert-butoxide (7.7 mg, 0.081 mmol) in toluene (0.4 mL) was heated in a microwave at 120° C. for 15 min. The mixture was then cooled, partitioned between et...